This data is from the Open Reaction Database (ORD), a public repository of structured organic reaction records. The task is: describe an organic reaction: reactants, conditions, products, and yield The reactants are CN1CCN(CC1)C=1C=NC(=CC1)[N+](=O)[O-] (1-methyl-4-(6-nitropyridin-3-yl)piperazine). The reagents and catalysts are [Pd] (Pd/C). Solvent: C(C)O (ethanol). Run at time 18 hour. Product: CN1CCN(CC1)C=1C=CC(=NC1)N (5-(4-methylpiperazin-1-yl)pyridin-2-amine). As a reaction SMILES: [CH3:1][N:2]1[CH2:7][CH2:6][N:5]([C:8]2[CH:9]=[N:10][C:11]([N+:14]([O-])=O)=[CH:12][CH:13]=2)[CH2:4][CH2:3]1>C(O)C.[Pd]>[CH3:1][N:2]1[CH2:7][CH2:6][N:5]([C:8]2[CH:13]=[CH:12][C:11]([NH2:14])=[N:10][CH:9]=2)[CH2:4][CH2:3]1. Procedure: To a solution of 1-methyl-4-(6-nitropyridin-3-yl)piperazine (500 mg, 2.25 mmol) in ethanol (20 mL) was added 10% Pd/C (80 mg, 0.75 mmol) and the resulting mixture was stirred under a hydrogen atmosphere for 18 h. The reaction mixture was filtered through celite, washed with ethanol and concentrated to give 5-(4-methylpiperazin-1-yl)pyridin-2-amine. The reactants are C(C)OC([C@H](CNC(C1=CC=C(C=C1)C#CC1=NC(=CC2=CC=CC=C12)N)=O)NS(=O)(=O)C1=CC=CC=C1)=O (4-[(3-Aminoisoquinolin-1-yl)ethynyl]benzoyl-2(S)-phenylsulfonylamino-β-alanine ethyl ester), C(=O)(C(F)(F)F)O.O.CC#N (TFA H2O CH3CN). The solvent is O1CCOCC1 (dioxane), Cl (HCl). Yields the product FC(C(=O)O)(F)F.NC=1N=C(C2=CC=CC=C2C1)C#CC1=CC=C(C(=O)NC[C@@H](C(=O)O)NS(=O)(=O)C2=CC=CC=C2)C=C1 (4-[(3-Aminoisoquinolin-1-yl)ethynyl]benzoyl-2(S)-phenylsulfonylamino-β-alanine trifluoroacetate). RXN SMILES: C([O:3][C:4](=[O:39])[C@@H:5]([NH:29][S:30]([C:33]1[CH:38]=[CH:37][CH:36]=[CH:35][CH:34]=1)(=[O:32])=[O:31])[CH2:6][NH:7][C:8](=[O:28])[C:9]1[CH:14]=[CH:13][C:12]([C:15]#[C:16][C:17]2[C:26]3[C:21](=[CH:22][CH:23]=[CH:24][CH:25]=3)[CH:20]=[C:19]([NH2:27])[N:18]=2)=[CH:11][CH:10]=1)C.[C:40]([OH:46])([C:42]([F:45])([F:44])[F:43])=[O:41].O.CC#N>O1CCOCC1.Cl>[F:43][C:42]([F:45])([F:44])[C:40]([OH:46])=[O:41].[NH2:27][C:19]1[N:18]=[C:17]([C:16]#[C:15][C:12]2[CH:13]=[CH:14][C:9]([C:8]([NH:7][CH2:6][C@H:5]([NH:29][S:30]([C:33]3[CH:34]=[CH:35][CH:36]=[CH:37][CH:38]=3)(=[O:32])=[O:31])[C:4]([OH:39])=[O:3])=[O:28])=[CH:10][CH:11]=2)[C:26]2[C:21]([CH:20]=1)=[CH:22][CH:23]=[CH:24][CH:25]=2 |f:1.2.3,6.7|. Procedure details: A solution of ester 35-4 (0.46 g, 0.85 mmol) in dioxane (4 mL) and 6N HCl (8.5 mL) was heated to 60° C. overnight. Concentration yielded an orange solid. Prep. HPLC (C18, 0.1% TFA H2O/CH3CN) followed by lyophilization gave trifluoroacetate 35-5 as an orange solid.